This data is from the Open Reaction Database (ORD), a public repository of structured organic reaction records. The task is: describe an organic reaction: reactants, conditions, products, and yield Starting materials: CC(C)(C)[Si](C)(C)OCC1CN(C(=O)CCCCC(=O)OCc2ccccc2)CC1c1cccc(C(F)(F)F)c1, CCCC[N+](CCCC)(CCCC)CCCC, C1CCOC1, [F-]. The product is O=C(CCCCC(=O)N1CC(CO)C(c2cccc(C(F)(F)F)c2)C1)OCc1ccccc1. Reaction SMILES: [C:1]([Si:2]([CH3:3])([CH3:4])[O:6][CH2:7][CH:8]1[CH2:9][N:10]([C:23]([CH2:24][CH2:25][CH2:26][CH2:27][C:28](=[O:29])[O:30][CH2:31][c:32]2[cH:33][cH:34][cH:35][cH:36][cH:37]2)=[O:38])[CH2:11][CH:12]1[c:13]1[cH:14][c:15]([C:19]([F:20])([F:21])[F:22])[cH:16][cH:17][cH:18]1)([CH3:5])([CH3:39])[CH3:40].[CH2:42]([N+:43]([CH2:44][CH2:45][CH2:46][CH3:47])([CH2:48][CH2:49][CH2:50][CH3:51])[CH2:52][CH2:53][CH2:54][CH3:55])[CH2:56][CH2:57][CH3:58].[CH2:59]1[O:60][CH2:61][CH2:62][CH2:63]1.[F-:41]>>[OH:6][CH2:7][CH:8]1[CH2:9][N:10]([C:23]([CH2:24][CH2:25][CH2:26][CH2:27][C:28](=[O:29])[O:30][CH2:31][c:32]2[cH:33][cH:34][cH:35][cH:36][cH:37]2)=[O:38])[CH2:11][CH:12]1[c:13]1[cH:14][c:15]([C:19]([F:20])([F:21])[F:22])[cH:16][cH:17][cH:18]1. Reactants: CN(C)S(=O)(=O)c1cc(N2CCOCC2)ccc1Nc1nc(Cl)ncc1Cl, CCN1C(=O)CCC(C)(C)c2ccc(N)cc21. Yields the product CCN1C(=O)CCC(C)(C)c2ccc(Nc3ncc(Cl)c(Nc4ccc(N5CCOCC5)cc4S(=O)(=O)N(C)C)n3)cc21. RXN SMILES: [Cl:18][c:19]1[n:20][cH:21][c:22]([Cl:44])[c:23]([NH:25][c:26]2[c:27]([S:38](=[O:39])(=[O:40])[N:41]([CH3:42])[CH3:43])[cH:28][c:29]([N:32]3[CH2:33][CH2:34][O:35][CH2:36][CH2:37]3)[cH:30][cH:31]2)[n:24]1.[NH2:1][c:2]1[cH:3][cH:4][c:5]2[c:6]([cH:17]1)[N:7]([CH2:15][CH3:16])[C:8](=[O:14])[CH2:9][CH2:10][C:11]2([CH3:12])[CH3:13]>>[NH:1]([c:2]1[cH:3][cH:4][c:5]2[c:6]([cH:17]1)[N:7]([CH2:15][CH3:16])[C:8](=[O:14])[CH2:9][CH2:10][C:11]2([CH3:12])[CH3:13])[c:19]1[n:20][cH:21][c:22]([Cl:44])[c:23]([NH:25][c:26]2[c:27]([S:38](=[O:39])(=[O:40])[N:41]([CH3:42])[CH3:43])[cH:28][c:29]([N:32]3[CH2:33][CH2:34][O:35][CH2:36][CH2:37]3)[cH:30][cH:31]2)[n:24]1. Reactants: C1CCOC1, CC[O-], CCO, CCOC=O, O=C1CC2CCCC(C1)N2S(=O)(=O)c1ccc(Cl)cc1, [Na+]. Product: O=C1CC2CCCC(C1=CO)N2S(=O)(=O)c1ccc(Cl)cc1. RXN SMILES: [CH2:30]1[O:31][CH2:32][CH2:33][CH2:34]1.[CH3:26][CH2:27][O-:28].[CH3:35][CH2:36][OH:37].[CH:21](=[O:22])[O:23][CH2:24][CH3:25].[Cl:1][c:2]1[cH:3][cH:4][c:5]([S:8](=[O:9])(=[O:10])[N:11]2[CH:12]3[CH2:13][C:14](=[O:20])[CH2:15][CH:16]2[CH2:17][CH2:18][CH2:19]3)[cH:6][cH:7]1.[Na+:29]>>[Cl:1][c:2]1[cH:3][cH:4][c:5]([S:8](=[O:9])(=[O:10])[N:11]2[CH:12]3[C:13](=[CH:21][OH:22])[C:14](=[O:20])[CH2:15][CH:16]2[CH2:17][CH2:18][CH2:19]3)[cH:6][cH:7]1. Starting materials: COC(=O)C1=C(C=CC=C1)CN1C(N(C2=CC=CC=C2C1=O)CCCCN1CCC(CC1)OC(C1=CC=CC=C1)C1=CC=CC=C1)=O (3-[(2-methoxycarbonylphenyl)methyl]-2,4-dioxo-1-[4-(4-diphenylmethoxypiperidino)butyl]-1,2,3,4-tetrahydroquinazoline), Cl (hydrochloric acid), aqueous solution, [OH-].[Na+] (sodium hydroxide), Cl.COC(=O)C1=C(C=CC=C1)CN1C(N(C2=CC=CC=C2C1=O)CCCCN1CCC(CC1)OC(C1=CC=CC=C1)C1=CC=CC=C1)=O (3-[(2-Methoxycarbonylphenyl)methyl]-2,4-dioxo-1-[4-(4-diphenylmethoxypiperidino)butyl]-1,2,3,4-tetrahydroquinazoline hydrochloride). Solvent: CO (methanol), O1CCCC1 (tetrahydrofuran). Yields the product Cl.C(=O)(O)C1=C(C=CC=C1)CN1C(N(C2=CC=CC=C2C1=O)CCCCN1CCC(CC1)OC(C1=CC=CC=C1)C1=CC=CC=C1)=O (3-[(2-Carboxyphenyl)methyl]-2,4-dioxo-1-[4-(4-diphenylmethoxypiperidino)butyl]-1,2,3,4-tetrahydroquinazoline hydrochloride). The yield is 91.0%. As a reaction SMILES: C[O:2][C:3]([C:5]1[CH:10]=[CH:9][CH:8]=[CH:7][C:6]=1[CH2:11][N:12]1[C:21](=[O:22])[C:20]2[C:15](=[CH:16][CH:17]=[CH:18][CH:19]=2)[N:14]([CH2:23][CH2:24][CH2:25][CH2:26][N:27]2[CH2:32][CH2:31][CH:30]([O:33][CH:34]([C:41]3[CH:46]=[CH:45][CH:44]=[CH:43][CH:42]=3)[C:35]3[CH:40]=[CH:39][CH:38]=[CH:37][CH:36]=3)[CH2:29][CH2:28]2)[C:13]1=[O:47])=[O:4].[ClH:48].COC(C1C=CC=CC=1CN1C(=O)C2C(=CC=CC=2)N(CCCCN2CCC(OC(C3C=CC=CC=3)C3C=CC=CC=3)CC2)C1=O)=O.[OH-].[Na+].Cl>CO.O1CCCC1>[ClH:48].[C:3]([C:5]1[CH:10]=[CH:9][CH:8]=[CH:7][C:6]=1[CH2:11][N:12]1[C:21](=[O:22])[C:20]2[C:15](=[CH:16][CH:17]=[CH:18][CH:19]=2)[N:14]([CH2:23][CH2:24][CH2:25][CH2:26][N:27]2[CH2:28][CH2:29][CH:30]([O:33][CH:34]([C:35]3[CH:36]=[CH:37][CH:38]=[CH:39][CH:40]=3)[C:41]3[CH:46]=[CH:45][CH:44]=[CH:43][CH:42]=3)[CH2:31][CH2:32]2)[C:13]1=[O:47])([OH:4])=[O:2] |f:1.2,3.4,8.9|. Procedure details: A mixture of 3-[(2-methoxycarbonylphenyl)methyl]-2,4-dioxo-1-[4-(4-diphenylmethoxypiperidino)butyl]-1,2,3,4-tetrahydroquinazoline (0.40 g, 0.63 mmol) which is a free salt of the compound obtained in Example 62, a 2N aqueous solution of sodium hydroxide (1.0 ml), tetrahydrofuran (2.0 ml) and methanol (4.0 ml) was stirred at room temperature for 9 hours. The reaction mixture was made weakly acidic using 1N hydrochloric acid and extracted with chloroform. After the extract was washed with water and... Reactants: FC(C(=O)O)(F)F.NC1CCN(CC1)CCN1C(OCC2=C1C=C(C=C2)OC)=O (1-[2-(4-Aminopiperidin-1-yl)ethyl]-7-methoxy-1,4-dihydro-2H-3,1-benzoxazin-2-one trifluoro acetate), COC=1C=CC2=C(N(C(CO2)=O)CCN2C(CC(CC2)NC(OC(C)(C)C)=O)=O)C1 (tert-Butyl {1-[2-(6-methoxy-3-oxo-2,3-dihydro-4H-1,4-benzoxazin-4-yl)ethyl]-2-oxopiperidin-4-yl}carbamate), COC=1C=CC2=C(N(C(CO2)=O)CCN2C(CC(CC2)NC(OC(C)(C)C)=O)=O)C1 (tert-Butyl {1-[2-(6-methoxy-3-oxo-2,3-dihydro-4H-1,4-benzoxazin-4-yl)ethyl]-2-oxopiperidin-4-yl}carbamate). Yields the product trifluoro acetate, NC1CC(N(CC1)CCN1C(COC2=C1C=C(C=C2)OC)=O)=O (4-[2-(4-Amino-2-oxopiperidin-1-yl)ethyl]-6-methoxy-2H-1,4-benzoxazin-3(4H)-one). As a reaction SMILES: [CH3:1][O:2][C:3]1[CH:4]=[CH:5][C:6]2[O:11][CH2:10][C:9](=[O:12])[N:8]([CH2:13][CH2:14][N:15]3[CH2:20][CH2:19][CH:18]([NH:21]C(=O)OC(C)(C)C)[CH2:17][C:16]3=[O:29])[C:7]=2[CH:30]=1.FC(F)(F)C(O)=O.NC1CCN(CCN2C3C=C(OC)C=CC=3COC2=O)CC1>>[NH2:21][CH:18]1[CH2:19][CH2:20][N:15]([CH2:14][CH2:13][N:8]2[C:7]3[CH:30]=[C:3]([O:2][CH3:1])[CH:4]=[CH:5][C:6]=3[O:11][CH2:10][C:9]2=[O:12])[C:16](=[O:29])[CH2:17]1 |f:1.2|. Procedure details: tert-Butyl {1-[2-(6-methoxy-3-oxo-2,3-dihydro-4H-1,4-benzoxazin-4-yl)ethyl]-2-oxopiperidin-4-yl}carbamate (Intermediate 115, 350 mg, 0.83 mmol) was reacted as described for Intermediate 106. The crude trifluoro acetate of the title compound was obtained as a black oil, 395 mg (quantitative), and used without further purification for the next step.